Dataset: the Open Reaction Database (ORD), a public repository of structured organic reaction records. Task: describe an organic reaction: reactants, conditions, products, and yield The reactants are C(C)OC(=O)C1=CN(C=C1)C[C@H](CCCC1=CC=CC=C1)[C@@H](C1=CC(=C(C(=C1)OC)C)OC)O[Si](C)(C)C(C)(C)C (ethyl1-{(2S)-2-[(S)-{[tert-butyl(dimethyl)silyl]oxy}(3,5-dimethoxy-4-methylphenyl)methyl]-5-phenylpentyl}-1H-pyrrole-3-carboxylate), C(C)OC(=O)C=1C=NN(C1)C[C@H](CCCC1=CC=CC=C1)[C@@H](C1=CC(=C(C(=C1)OC)C)OC)O[Si](C)(C)C(C)(C)C (ethyl1-{(2S)-2-[(S)-{[tert-butyl(dimethyl)silyl]oxy}(3,5-dimethoxy-4-methylphenyl)methyl]-5-phenylpentyl}-1H-pyrazole-4-carboxylate), compound, C(C)OC(=O)C1=CNC=C1 (ethyl1H-pyrrole-3-carboxylate). Yields the product COC=1C=C(C=C(C1C)OC)[C@H]([C@H](CN1C=C(C=C1)CCC(=O)O)CCCC1=CC=CC=C1)O (3-(1-{(2S)-2-[(S)-(3,5-dimethoxy-4-methylphenyl)(hydroxy)methyl]-5-phenylpentyl}-1H-pyrrol-3-yl)propanoic acid). Reaction SMILES: C(OC([C:6]1[CH:10]=[CH:9][N:8]([CH2:11][C@@H:12]([C@H:22]([O:34][Si](C(C)(C)C)(C)C)[C:23]2[CH:28]=[C:27]([O:29][CH3:30])[C:26]([CH3:31])=[C:25]([O:32][CH3:33])[CH:24]=2)[CH2:13][CH2:14][CH2:15][C:16]2[CH:21]=[CH:20][CH:19]=[CH:18][CH:17]=2)[CH:7]=1)=O)C.C([O:44][C:45]([C:47]1C=CN[CH:48]=1)=[O:46])C.C(OC(C1C=NN(C[C@@H]([C@H](O[Si](C(C)(C)C)(C)C)C2C=C(OC)C(C)=C(OC)C=2)CCCC2C=CC=CC=2)C=1)=O)C>>[CH3:30][O:29][C:27]1[CH:28]=[C:23]([C@@H:22]([OH:34])[C@@H:12]([CH2:13][CH2:14][CH2:15][C:16]2[CH:17]=[CH:18][CH:19]=[CH:20][CH:21]=2)[CH2:11][N:8]2[CH:9]=[CH:10][C:6]([CH2:48][CH2:47][C:45]([OH:46])=[O:44])=[CH:7]2)[CH:24]=[C:25]([O:32][CH3:33])[C:26]=1[CH3:31]. Procedure: Using ethyl1-{(2S)-2-[(S)-{[tert-butyl(dimethyl)silyl]oxy}(3,5-dimethoxy-4-methylphenyl)methyl]-5-phenylpentyl}-1H-pyrrole-3-carboxylate (produced by carrying out procedures similar to Example 24 using the compound produced in Example 16 and ethyl1H-pyrrole-3-carboxylate) instead of ethyl1-{(2S)-2-[(S)-{[tert-butyl(dimethyl)silyl]oxy}(3,5-dimethoxy-4-methylphenyl)methyl]-5-phenylpentyl}-1H-pyrazole-4-carboxylate, procedures similar to Example 29→Example 33→Example 34→Example 36→Example 37 were c... The reactants are ClCCCN1C(NC2=C1C=CC=C2)=O (1-(3-chloropropyl)-1,3-dihydro-2H-benzimidazol-2-one), N1CCC(=CC1)N1C(NC2=C1C=CC=C2)=O (1,3-dihydro-1-(1,2,3,6-tetrahydro-4-pyridinyl)-2H-benzimidazol-2-one), C([O-])([O-])=O.[Na+].[Na+] (sodium carbonate), [I-].[K+] (potassium iodide). Solvent: CC(CC(C)=O)C (4-methyl-2-pentanone), O (water). Yields the product O=C1NC2=C(N1C=1CCN(CC1)CCCN1C(NC3=C1C=CC=C3)=O)C=CC=C2 (1-{3-[3,6-dihydro-4-(1,3-dihydro-2-oxo-2H-benzimidazol-1-yl)-1-(2H)-pyridinyl]propyl}-1,3-dihydro-2H-benzimidazol-2-one). Yield: 64.5%. Reaction SMILES: Cl[CH2:2][CH2:3][CH2:4][N:5]1[C:9]2[CH:10]=[CH:11][CH:12]=[CH:13][C:8]=2[NH:7][C:6]1=[O:14].[NH:15]1[CH2:20][CH:19]=[C:18]([N:21]2[C:25]3[CH:26]=[CH:27][CH:28]=[CH:29][C:24]=3[NH:23][C:22]2=[O:30])[CH2:17][CH2:16]1.C(=O)([O-])[O-].[Na+].[Na+].[I-].[K+]>O.CC(C)CC(=O)C>[O:14]=[C:6]1[N:5]([C:4]2[CH2:3][CH2:2][N:15]([CH2:16][CH2:17][CH2:18][N:21]3[C:25]4[CH:26]=[CH:27][CH:28]=[CH:29][C:24]=4[NH:23][C:22]3=[O:30])[CH2:20][CH:19]=2)[C:9]2[CH:10]=[CH:11][CH:12]=[CH:13][C:8]=2[NH:7]1 |f:2.3.4,5.6|. Procedure: A mixture of 2.3 parts of 1-(3-chloropropyl)-1,3-dihydro-2H-benzimidazol-2-one, 2.15 parts of 1,3-dihydro-1-(1,2,3,6-tetrahydro-4-pyridinyl)-2H-benzimidazol-2-one, 3.2 parts of sodium carbonate, 0.1 parts of potassium iodide and 80 parts of 4-methyl-2-pentanone is stirred and refluxed for 48 hours. After cooling to room temperature, water is added and the layers are separated. The organic phase is dried, filtered and evaporated. The residue is purified by column-chromatography over silica gel us... The reactants are BrCCC(=O)Cl (3-bromopropanoyl chloride), C(C)NCC (diethylamine). The solvent is C1CCOC1 (THF). Run at temperature 0 celsius, time 30 minute. The product is BrCCC(=O)N(CC)CC (3-Bromo-N,N-diethylpropanamide). RXN SMILES: [Br:1][CH2:2][CH2:3][C:4](Cl)=[O:5].[CH2:7]([NH:9][CH2:10][CH3:11])[CH3:8]>C1COCC1>[Br:1][CH2:2][CH2:3][C:4]([N:9]([CH2:10][CH3:11])[CH2:7][CH3:8])=[O:5]. Procedure: A mixture of 3-bromopropanoyl chloride (1.0 g, 5.8 mmol) and diethylamine (1.9 g, 26 mmol) in THF (20 ml) was stirred at 0° C. for 30 min, the resulting white solid was filtered and the filtrate was concentrated to give a crude oil which was used in the next reaction without further purification. Starting materials: CC(=O)NCCS(=O)(=O)N1CCN(S(=O)(=O)c2ccc(-c3ccc(F)cc3)s2)C(C(=O)NOC(C)(C)C)C1, COc1ccccc1, O, O=C(O)C(F)(F)F. The product is CC(=O)NCCS(=O)(=O)N1CCN(S(=O)(=O)c2ccc(-c3ccc(F)cc3)s2)C(C(=O)NO)C1. RXN SMILES: [C:1]([CH3:2])(=[O:3])[NH:4][CH2:5][CH2:6][S:7](=[O:8])(=[O:9])[N:10]1[CH2:11][CH:12]([C:31](=[O:32])[NH:33][O:34][C:35]([CH3:36])([CH3:37])[CH3:38])[N:13]([S:16](=[O:17])(=[O:18])[c:19]2[s:20][c:21](-[c:24]3[cH:25][cH:26][c:27]([F:30])[cH:28][cH:29]3)[cH:22][cH:23]2)[CH2:14][CH2:15]1.[CH3:39][O:40][c:41]1[cH:42][cH:43][cH:44][cH:45][cH:46]1.[OH2:54].[OH:47][C:48]([C:49]([F:50])([F:51])[F:52])=[O:53]>>[C:1]([CH3:2])(=[O:3])[NH:4][CH2:5][CH2:6][S:7](=[O:8])(=[O:9])[N:10]1[CH2:11][CH:12]([C:31](=[O:32])[NH:33][OH:34])[N:13]([S:16](=[O:17])(=[O:18])[c:19]2[s:20][c:21](-[c:24]3[cH:25][cH:26][c:27]([F:30])[cH:28][cH:29]3)[cH:22][cH:23]2)[CH2:14][CH2:15]1. The product is BrCC#CCc1ccccc1. The reactants are Cc1ccccc1, O, BrP(Br)Br, OCC#CCc1ccccc1, c1ccncc1. As a reaction SMILES: [CH3:18][c:19]1[cH:20][cH:21][cH:22][cH:23][cH:24]1.[OH2:29].[P:25]([Br:26])([Br:27])[Br:28].[c:7]1([CH2:13][C:14]#[C:15][CH2:16][OH:17])[cH:8][cH:9][cH:10][cH:11][cH:12]1.[cH:1]1[cH:2][cH:3][n:4][cH:5][cH:6]1>>[c:7]1([CH2:13][C:14]#[C:15][CH2:16][Br:26])[cH:8][cH:9][cH:10][cH:11][cH:12]1. The reactants are O=C([O-])[O-], COCCCBr, CC#N, CCOC(C)=O, [K+], [K+], O, COc1ccc(C=O)cc1O. Yields the product COCCCOc1cc(C=O)ccc1OC. Reaction SMILES: [C:18](=[O:19])([O-:20])[O-:21].[CH3:12][O:13][CH2:14][CH2:15][CH2:16][Br:17].[CH3:25][C:26]#[N:27].[CH3:28][CH2:29][O:30][C:31](=[O:32])[CH3:33].[K+:22].[K+:23].[OH2:24].[OH:1][c:2]1[cH:3][c:4]([CH:5]=[O:6])[cH:7][cH:8][c:9]1[O:10][CH3:11]>>[O:1]([c:2]1[cH:3][c:4]([CH:5]=[O:6])[cH:7][cH:8][c:9]1[O:10][CH3:11])[CH2:16][CH2:15][CH2:14][O:13][CH3:12]. Reactants: C1CC(=O)N(C1=O)OC(=O)CCSSC2=CC=CC=N2 (N-succinimidyl 3-(2-pyridyldithio)propionate), N (ammonia). The solvent is CO (methanol), CO (methanol). Reaction conditions: temperature 0 celsius, time 30 minute. Yields the product N1=C(C=CC=C1)SSCCC(=O)N (3-(2-pyridyldithio)propanamide). Reaction SMILES: C1C(=O)N([O:8][C:9]([CH2:11][CH2:12][S:13][S:14][C:15]2[N:20]=[CH:19][CH:18]=[CH:17][CH:16]=2)=O)C(=O)C1.[NH3:21]>CO>[N:20]1[CH:19]=[CH:18][CH:17]=[CH:16][C:15]=1[S:14][S:13][CH2:12][CH2:11][C:9]([NH2:21])=[O:8]. Reported procedure: N-succinimidyl 3-(2-pyridyldithio)propionate (180 mg) was dissolved in methanol (4.5 ml), to which was added 1 ml of a methanol solution of ammonia (5% v/v). The mixture was stirred at 0° C. for 30 minutes, followed by concentration to 1 ml under reduced pressure. As a result, 3-(2-pyridyldithio)propanamide [disclosed in Japanese laid open Patent Application 57595/86 and CA105(19)173000q] was formed in the reaction solution. To this solution were added triethylamine (80 ml) and cysteamine hydroc...